Dataset: the Open Reaction Database (ORD), a public repository of structured organic reaction records. Task: describe an organic reaction: reactants, conditions, products, and yield Starting materials: C(C(=C)C)(=O)OC (Methyl methacrylate), 93.3, ClC=1C=C(C(=O)[O-])C=CC1.C(CCC)[N+](CCCC)(CCCC)CCCC (tetrabutylammonium m-chlorobenzoate), C(C(=C)C)(=O)OCCN(C)C (dimethylaminoethyl methacrylate), 40.0, amine, 250, C[Si](C)(C)OC(=C(C)C)OC (dimethylketene methyl trimethylsilyl acetal). Run in CO (methanol), O1CCCC1 (Tetrahydrofuran), C(C)#N (acetonitrile). Yields the product C(C)(=O)OC(COC)C (propylene glycol monomethyl ether acetate), 40. As a reaction SMILES: C[Si](O[C:6]([O:10][CH3:11])=[C:7](C)[CH3:8])(C)C.ClC1C=[C:15](C=CC=1)[C:16]([O-:18])=[O:17].C([N+](CCCC)(CCCC)CCCC)CCC.C(OC)(=O)C(C)=C.C(OCCN(C)C)(=O)C(C)=C>CO.C(#N)C.O1CCCC1>[C:16]([O:18][CH:7]([CH3:8])[CH2:6][O:10][CH3:11])(=[O:17])[CH3:15] |f:1.2|. Procedure details: A 500 mL four-necked round-bottom separable flask was equipped with a condenser tube, a dropping funnel, a nitrogen inlet, a stirrer and a thermometer. Tetrahydrofuran (THF) of 250 parts by weight and dimethylketene methyl trimethylsilyl acetal of 2.32 parts by weight, which is an initiator, were poured into the flask through the dropping funnel, followed by sufficient nitrogen substitution. Then, 0.2 part by weight of 1 mol/L acetonitrile solution of tetrabutylammonium m-chlorobenzoate, which i... Starting materials: [BH4-], CC(C)(C)OC(=O)N(Cc1ccccc1)C1CCC(=O)CC1, Cc1ccccc1, CO, C=Cc1cncc2cccc(N)c12, [Na+], O, O, Cc1ccc(S(=O)(=O)O)cc1. Yields the product C=Cc1cncc2cccc(NC3CCC(N(Cc4ccccc4)C(=O)OC(C)(C)C)CC3)c12. As a reaction SMILES: [BH4-:48].[CH2:1]([c:2]1[cH:3][cH:4][cH:5][cH:6][cH:7]1)[N:8]([C:9]([O:10][C:11]([CH3:12])([CH3:13])[CH3:14])=[O:15])[CH:16]1[CH2:17][CH2:18][C:19](=[O:22])[CH2:20][CH2:21]1.[CH3:50][c:51]1[cH:52][cH:53][cH:54][cH:55][cH:56]1.[CH3:58][OH:59].[NH2:23][c:24]1[c:25]2[c:26]([CH:34]=[CH2:35])[cH:27][n:28][cH:29][c:30]2[cH:31][cH:32][cH:33]1.[Na+:49].[OH2:36].[OH2:57].[c:37]1([CH3:38])[cH:39][cH:40][c:41]([S:42]([OH:43])(=[O:44])=[O:45])[cH:46][cH:47]1>>[CH2:1]([c:2]1[cH:3][cH:4][cH:5][cH:6][cH:7]1)[N:8]([C:9]([O:10][C:11]([CH3:12])([CH3:13])[CH3:14])=[O:15])[CH:16]1[CH2:17][CH2:18][CH:19]([NH:23][c:24]2[c:25]3[c:26]([CH:34]=[CH2:35])[cH:27][n:28][cH:29][c:30]3[cH:31][cH:32][cH:33]2)[CH2:20][CH2:21]1. The reactants are C(C1=CC=CC=C1)ONC(=O)NCCCl (N-benzyloxy-N'-(2-chloroethyl)urea), [H-].[Na+] (sodium hydride). The solvent is C1CCOC1 (THF). The product is C(C1=CC=CC=C1)ON1C(NCC1)=O (1-benzyloxy-2-imidazolidinone). The yield is 95.5%. As a reaction SMILES: [CH2:1]([O:8][NH:9][C:10]([NH:12][CH2:13][CH2:14]Cl)=[O:11])[C:2]1[CH:7]=[CH:6][CH:5]=[CH:4][CH:3]=1.[H-].[Na+]>C1COCC1>[CH2:1]([O:8][N:9]1[CH2:14][CH2:13][NH:12][C:10]1=[O:11])[C:2]1[CH:7]=[CH:6][CH:5]=[CH:4][CH:3]=1 |f:1.2|. Procedure: To a stirred solution of benzyloxyamine (36.63 g, 0.297 mol) in THF (250 ml) was added a solution of 2-chloroethyl isocyanate (25.4 ml, 1.0 equiv.) in THF (50 ml) over 20 minutes. The resulting cloudy solution was refluxed for 10 minutes, cooled and evaporated. Trituration of the residue with ether-hexane gave N-benzyloxy-N'-(2-chloroethyl)urea as a white solid (65.82 g, 97% yield), mp 67°-68° C. after recrystallization from hexane-ether. To a stirred solution of this urea (65.8 g, 0.287 mol) in...